From a dataset of the Open Reaction Database (ORD), a public repository of structured organic reaction records. describe an organic reaction: reactants, conditions, products, and yield Reaction SMILES: [CH3:1][O:2][C:3]1[CH:8]=[CH:7][C:6]([CH2:9][C:10]([N:12]([CH2:19][C:20]2[CH:25]=[CH:24][C:23]([CH3:26])=[CH:22][CH:21]=2)[CH:13]2[CH2:18][CH2:17][NH:16][CH2:15][CH2:14]2)=[O:11])=[CH:5][CH:4]=1.[CH:27]1(Br)[CH2:31][CH2:30][CH2:29][CH2:28]1>>[CH3:1][O:2][C:3]1[CH:4]=[CH:5][C:6]([CH2:9][C:10]([N:12]([CH2:19][C:20]2[CH:21]=[CH:22][C:23]([CH3:26])=[CH:24][CH:25]=2)[CH:13]2[CH2:14][CH2:15][N:16]([CH:27]3[CH2:31][CH2:30][CH2:29][CH2:28]3)[CH2:17][CH2:18]2)=[O:11])=[CH:7][CH:8]=1. Yields the product COC1=CC=C(C=C1)CC(=O)N(C1CCN(CC1)C1CCCC1)CC1=CC=C(C=C1)C (2-(4-Methoxyphenyl)-N-(4-methylbenzyl)-N-(1-cyclopentylpiperidin-4-yl) acetamide). Reported procedure: Starting materials: 50ELH87 (0.25 g, 0.71 mmol, 1.0 eq.), Cyclopentylbromide (0.288 g, 3.0 eq.). Reactants: COC1=CC=C(C=C1)CC(=O)N(C1CCNCC1)CC1=CC=C(C=C1)C (2-(4-methoxyphenyl)-N-(4-methylbenzyl)-N-(piperidin-4-yl)acetamide), C1(CCCC1)Br (Cyclopentylbromide). Reactants: CC(=O)Cl, CCOC(C)=O, CC(C)(C)[Si](C)(C)OC1OC(CO)C(O)C(OCc2ccccc2)C1N=[N+]=[N-], O, Cc1cc(C)nc(C)c1. Product: CC(=O)OCC1OC(O[Si](C)(C)C(C)(C)C)C(N=[N+]=[N-])C(OCc2ccccc2)C1O. RXN SMILES: [CH3:1][C:2]([Cl:3])=[O:4].[CH3:34][CH2:35][O:36][C:37]([CH3:38])=[O:39].[N:5](=[N+:6]=[N-:7])[CH:8]1[CH:9]([O:10][Si:11]([CH3:12])([CH3:13])[C:14]([CH3:15])([CH3:16])[CH3:17])[O:18][CH:19]([CH2:31][OH:32])[CH:20]([OH:30])[CH:21]1[O:22][CH2:23][c:24]1[cH:25][cH:26][cH:27][cH:28][cH:29]1.[OH2:33].[n:40]1[c:41]([CH3:42])[cH:43][c:44]([CH3:45])[cH:46][c:47]1[CH3:48]>>[CH3:1][C:2](=[O:4])[O:32][CH2:31][CH:19]1[O:18][CH:9]([O:10][Si:11]([CH3:12])([CH3:13])[C:14]([CH3:15])([CH3:16])[CH3:17])[CH:8]([N:5]=[N+:6]=[N-:7])[CH:21]([O:22][CH2:23][c:24]2[cH:25][cH:26][cH:27][cH:28][cH:29]2)[CH:20]1[OH:30].